This data is from the Open Reaction Database (ORD), a public repository of structured organic reaction records. The task is: describe an organic reaction: reactants, conditions, products, and yield Reactants: C(CCCCCCCCC=C)N1CCCCC1 (N-(10-undecenyl)piperidine), C[N+]1(CCOCC1)[O-] (4-methylmorpholine-N-oxide), potassium osmate dihydrate, CC(=O)C (acetone). The solvent is O (water). Run at time 15 minute. Product: OCC(CCCCCCCCCN1CCCCC1)O (N-(11,10-dihydroxyundecyl)piperidine). Yield: 83.4%. As a reaction SMILES: [CH2:1]([N:12]1[CH2:17][CH2:16][CH2:15][CH2:14][CH2:13]1)[CH2:2][CH2:3][CH2:4][CH2:5][CH2:6][CH2:7][CH2:8]CC=C.C[N+]1([O-])CC[O:22]CC1.[CH3:26][C:27]([CH3:29])=[O:28]>O>[OH:22][CH2:26][CH:27]([OH:28])[CH2:29][CH2:8][CH2:7][CH2:6][CH2:5][CH2:4][CH2:3][CH2:2][CH2:1][N:12]1[CH2:17][CH2:16][CH2:15][CH2:14][CH2:13]1. Procedure details: A solution of N-(10-undecenyl)piperidine (3.1 g, 13 mmol), 4-methylmorpholine-N-oxide (1.84 g, 15.7 mmol) and potassium osmate dihydrate (13 mg) in acetone (64 mL) and water (16 mL) were stirred for 6 hours. The reaction was quenched by the addition of 25 mL of a saturated solution of sodium sulphite and stirred for 15 minutes. The reaction mixture was then extracted with ethyl acetate (4×100 mL), the combined organic extract was dried over anhydrous magnesium sulphate and concentrated under red... Reactants: ClC1=NC=NC(=C1[N+](=O)[O-])Cl (4,6-dichloro-5-nitropyrimidine), N (NH3). The product is NC1=NC=C(C=N1)[N+](=O)[O-] (amino-5-nitropyrimidine). Reaction SMILES: Cl[C:2]1[C:7]([N+:8]([O-:10])=[O:9])=[C:6](Cl)[N:5]=[CH:4][N:3]=1.[NH3:12]>>[NH2:12][C:4]1[N:5]=[CH:6][C:7]([N+:8]([O-:10])=[O:9])=[CH:2][N:3]=1. Procedure details: Reaction of 4,6-dichloro-5-nitropyrimidine XX′ with nucleophile NH3 and R7LYH affords amino-5-nitropyrimidine XXI′. Suitable solvents for this reaction include ethanol, methylene chloride, acetonitrile, and tetrahydrofuran. The reactants are FC1=CC=CC=2C3C(C(NC12)=O)CCC3 (6-fluoro-1,2,3,3a,5,9b-hexahydrocyclopenta[c]quinolin-4-one), COC=1C=CC(=CC1)P2(=S)SP(=S)(S2)C=3C=CC(=CC3)OC (Lawesson's reagent). The solvent is C1CCOC1 (THF). Product: FC1=CC=CC=2C3C(C(NC12)=S)CCC3 (6-Fluoro-1,2,3,3a,5,9b-hexahydrocyclopenta[c]quinoline-4-thione). The yield is 94.1%. As a reaction SMILES: [F:1][C:2]1[C:11]2[NH:10][C:9](=O)[CH:8]3[CH2:13][CH2:14][CH2:15][CH:7]3[C:6]=2[CH:5]=[CH:4][CH:3]=1.COC1C=CC(P2(SP(C3C=CC(OC)=CC=3)(=S)S2)=[S:25])=CC=1>C1COCC1>[F:1][C:2]1[C:11]2[NH:10][C:9](=[S:25])[CH:8]3[CH2:13][CH2:14][CH2:15][CH:7]3[C:6]=2[CH:5]=[CH:4][CH:3]=1. Procedure details: A solution of 6-fluoro-1,2,3,3a,5,9b-hexahydrocyclopenta[c]quinolin-4-one (100 mg, 0.48 mmol) and Lawesson's reagent (512 mg, 1.26 mmol) in THF (20 ml) is refluxed for 1.5 hours and concentrated by evaporation. Column chromatography of the residue with ethyl acetate-hexane yields 100 mg (93%) of product.